From a dataset of the Open Reaction Database (ORD), a public repository of structured organic reaction records. describe an organic reaction: reactants, conditions, products, and yield Starting materials: ClC1=NC(=C2N=CN(C2=N1)C1CCCC1)Cl (2,6-dichloro-9-cyclopentylpurine), C1OC=2C=C(CCN)C=CC2O1 (3,4-methylenedioxyphenethylamine). The solvent is C(C)N(CC)CC (triethylamine). Yields the product ClC1=NC(=C2N=CN(C2=N1)C1CCCC1)NCCC1=CC2=C(C=C1)OCO2 (2-Chloro-6-[2-(3,4-methylenedioxyphenyl)ethylamino]-9-cyclopentylpurine). RXN SMILES: [Cl:1][C:2]1[N:10]=[C:9]2[C:5]([N:6]=[CH:7][N:8]2[CH:11]2[CH2:15][CH2:14][CH2:13][CH2:12]2)=[C:4](Cl)[N:3]=1.[CH2:17]1[O:28][C:27]2[CH:26]=[CH:25][C:21]([CH2:22][CH2:23][NH2:24])=[CH:20][C:19]=2[O:18]1>C(N(CC)CC)C>[Cl:1][C:2]1[N:10]=[C:9]2[C:5]([N:6]=[CH:7][N:8]2[CH:11]2[CH2:15][CH2:14][CH2:13][CH2:12]2)=[C:4]([NH:24][CH2:23][CH2:22][C:21]2[CH:25]=[CH:26][C:27]3[O:28][CH2:17][O:18][C:19]=3[CH:20]=2)[N:3]=1. Procedure: 2-Chloro-6-[2-(3,4-methylenedioxyphenyl)ethylamino]-9-cyclopentylpurine is prepared from 2,6-dichloro-9-cyclopentylpurine, 3,4-methylenedioxyphenethylamine, and triethylamine essentially as described above in Example 1, Scheme A, step b.